This data is from the Open Reaction Database (ORD), a public repository of structured organic reaction records. The task is: describe an organic reaction: reactants, conditions, products, and yield Starting materials: FC1=C(C(=O)NC2=C(C=CC=C2)C2NC3=CC=C(C=C3C(C2)(C)C)C(=O)OCC)C=CC=C1 (ethyl 2-(2-(2-fluorobenzamido)phenyl)-4,4-dimethyl-1,2,3,4-tetrahydroquinoline-6-carboxylate), O.[OH-].[Li+] (lithium hydroxide monohydrate), [OH-].[Na+] (sodium hydroxide). The solvent is C(C)O (ethanol), O (water). Run at temperature 85 celsius, time 8 hour. Yields the product FC1=C(C(=O)NC2=C(C=CC=C2)C2NC3=CC=C(C=C3C(C2)(C)C)C(=O)O)C=CC=C1 (2-[2-(2-fluoro-benzoylamino)-phenyl]-4,4-dimethyl-1,2,3,4-tetrahydro-quinoline-6-carboxylic acid). As a reaction SMILES: [F:1][C:2]1[CH:33]=[CH:32][CH:31]=[CH:30][C:3]=1[C:4]([NH:6][C:7]1[CH:12]=[CH:11][CH:10]=[CH:9][C:8]=1[CH:13]1[CH2:22][C:21]([CH3:24])([CH3:23])[C:20]2[C:15](=[CH:16][CH:17]=[C:18]([C:25]([O:27]CC)=[O:26])[CH:19]=2)[NH:14]1)=[O:5].O.[OH-].[Li+].[OH-].[Na+]>C(O)C.O>[F:1][C:2]1[CH:33]=[CH:32][CH:31]=[CH:30][C:3]=1[C:4]([NH:6][C:7]1[CH:12]=[CH:11][CH:10]=[CH:9][C:8]=1[CH:13]1[CH2:22][C:21]([CH3:24])([CH3:23])[C:20]2[C:15](=[CH:16][CH:17]=[C:18]([C:25]([OH:27])=[O:26])[CH:19]=2)[NH:14]1)=[O:5] |f:1.2.3,4.5|. Reported procedure: To a stirred solution of ethyl 2-(2-(2-fluorobenzamido)phenyl)-4,4-dimethyl-1,2,3,4-tetrahydroquinoline-6-carboxylate (crude 0.62 mmol) in ethanol was added a solution of lithium hydroxide monohydrate (129 mg, 3.08 mmol) and sodium hydroxide (50 mg, 1.23 mmol) in water (1.5 mL) at room temperature. The reaction mixture was stirred at 85° C. overnight. The reaction mixture was concentrated in vacuo. The residue was diluted with water, adjusted pH=3˜4 by 1M aqueous hydrochloric acid, extracted wit... Reactants: Cc1ccccc1, CCOCC, CCN(C(C)C)C(C)C, O=C(Cl)Cl, OCc1ccccc1Cl. Product: O=C(Cl)OCc1ccccc1Cl. Reaction SMILES: [CH3:23][c:24]1[cH:25][cH:26][cH:27][cH:28][cH:29]1.[CH3:30][CH2:31][O:32][CH2:33][CH3:34].[CH:10]([N:11]([CH2:12][CH3:13])[CH:14]([CH3:15])[CH3:16])([CH3:17])[CH3:18].[Cl:19][C:20]([Cl:21])=[O:22].[Cl:1][c:2]1[c:3]([CH2:4][OH:5])[cH:6][cH:7][cH:8][cH:9]1>>[Cl:1][c:2]1[c:3]([CH2:4][O:5][C:20]([Cl:19])=[O:22])[cH:6][cH:7][cH:8][cH:9]1.